From a dataset of the Open Reaction Database (ORD), a public repository of structured organic reaction records. describe an organic reaction: reactants, conditions, products, and yield The reactants are ClC1=[N+](C(=CC=C1)Cl)[O-] (2,6-dichloropyridine-N-oxide), C(C)(C)N (isopropylamine). The solvent is CS(=O)C (dimethylsulfoxide). Run at temperature 120 celsius. The product is ClC1=CC=CC(=[N+]1[O-])NC(C)C (6-Chloro-2-(isopropylamino)pyridine-N-oxide). RXN SMILES: Cl[C:2]1[CH:7]=[CH:6][CH:5]=[C:4]([Cl:8])[N+:3]=1[O-:9].[CH:10]([NH2:13])([CH3:12])[CH3:11]>CS(C)=O>[Cl:8][C:4]1[N+:3]([O-:9])=[C:2]([NH:13][CH:10]([CH3:12])[CH3:11])[CH:7]=[CH:6][CH:5]=1. Procedure details: To a solution consisting of 10 grams (0.06 mole) of 2,6-dichloropyridine-N-oxide in 50 milliliters of dimethylsulfoxide was slowly added 7.9 grams (0.134 mole) of isopropylamine. The temperature of the mixture was 90°C. at the start of the reaction and was allowed to increase to 120°C. After a total reaction time of ~50 minutes, 3/4 of the dimethylsulfoxide was removed by evaporation and the reaction mixture poured over ice. The solid precipitate which formed was removed by filtration and taken ... Starting materials: C(C=C)(=O)O (acrylic acid), S(=O)([O-])S(=O)[O-].[Na+].[Na+] (sodium dithionite), C([O-])(O)=O.[Na+] (sodium bicarbonate), BrC(F)(F)Br (dibromodifluoromethane). The solvent is O (water), C(C)#N (acetonitrile), C(C)(=O)OCC (ethyl acetate). Run at time 4 hour. Product: BrC(CCC(=O)O)(F)F (4-bromo-4,4-difluorobutanoic Acid). RXN SMILES: [C:1]([OH:5])(=[O:4])[CH:2]=[CH2:3].S(S([O-])=O)([O-])=O.[Na+].[Na+].C(=O)(O)[O-].[Na+].[Br:19][C:20](Br)([F:22])[F:21]>C(OCC)(=O)C.O.C(#N)C>[Br:19][C:20]([F:22])([F:21])[CH2:3][CH2:2][C:1]([OH:5])=[O:4] |f:1.2.3,4.5|. Procedure details: To a stirred solution of acrylic acid (1.44 g) and acetonitrile (80 cm3) was added sodium dithionite (4.18 g), sodium bicarbonate (2.01 g), water (20 cm3) and finally dibromodifluoromethane (5 cm3). The biphasic mixture was stirred at the ambient temperature with the inorganic salts gradually dissolving. GC analysis after 4 hours indicated complete consumption of acrylic acid. The aqueous phase was saturated with solid sodium chloride. The organic phase was separated, dried over magnesium sulfat... Starting materials: CCOC(=O)C.CCCCCC (EtOAc hexane), C(C)OC([C@H]1N(CCC1)C(C1=C(C=C(C(=C1)OC)O)[N+](=O)[O-])=O)SCC ((2S)-N-(4-hydroxy-5-methoxy-2-nitrobenzoyl)pyrrolidine-2-carbox-aldehyde diethylthioacetal), BrCCBr (1,2-dibromoethane), C(=O)([O-])[O-].[K+].[K+] (K2CO3). The solvent is O (water), CC(=O)C (acetone). The product is C(C)OC([C@H]1N(CCC1)C(C1=C(C=C(C(=C1)OC)OCCBr)[N+](=O)[O-])=O)SCC ((2S)-N-[4-(2-bromoethoxy)-5-methoxy-2-nitrobenzoyl]pyrrolidine-2-carboxaldehyde diethyl thioacetal), formula II. As a reaction SMILES: [CH2:1]([O:3][CH:4]([S:24][CH2:25][CH3:26])[C@@H:5]1[CH2:9][CH2:8][CH2:7][N:6]1[C:10](=[O:23])[C:11]1[CH:16]=[C:15]([O:17][CH3:18])[C:14]([OH:19])=[CH:13][C:12]=1[N+:20]([O-:22])=[O:21])[CH3:2].[Br:27][CH2:28][CH2:29]Br.C([O-])([O-])=O.[K+].[K+].CCOC(C)=O.CCCCCC>CC(C)=O.O>[CH2:1]([O:3][CH:4]([S:24][CH2:25][CH3:26])[C@@H:5]1[CH2:9][CH2:8][CH2:7][N:6]1[C:10](=[O:23])[C:11]1[CH:16]=[C:15]([O:17][CH3:18])[C:14]([O:19][CH2:29][CH2:28][Br:27])=[CH:13][C:12]=1[N+:20]([O-:22])=[O:21])[CH3:2] |f:2.3.4,5.6|. Reported procedure: A solution of (2S)-N-(4-hydroxy-5-methoxy-2-nitrobenzoyl)pyrrolidine-2-carbox-aldehyde diethylthioacetal of formula I (800 mg, 2 mmol), 1,2-dibromoethane (940 mg, 2.5 mmol) and K2CO3 (828 mg, 3 mmol) in dry acetone (40 ml) was refluxed for 48 h. After the completion of reaction as indicated by TLC, EtOAc-hexane (7:3), the reaction mixture was poured on to the water and then extracted with ethylacetate. Evaporation of the organic layer gave the crude product, which was further purified by column ... Starting materials: S1C=C(C=C1)C=O (3-thiophene carboxaldehyde), S(=O)(=O)(C1=CC=C(C)C=C1)C[N+]#[C-] (tosylmethylisocyanide), [C-]#N.[Na+] (NaCN). Yields the product S1C=C(C=C1)[C@H]1[C@H](N=CO1)S(=O)(=O)C=1C(=CC=CC1)C ((4R*,5S*)-5-(3-Thienyl)-4-toluenesulfonyl-4,5-dihydro-1,3-oxazole). As a reaction SMILES: [S:1]1[CH:5]=[CH:4][C:3]([CH:6]=[O:7])=[CH:2]1.[S:8]([CH2:18][N+:19]#[C-:20])([C:11]1[CH:17]=[CH:16][C:14](C)=[CH:13][CH:12]=1)(=[O:10])=[O:9].[C-:21]#N.[Na+]>>[S:1]1[CH:5]=[CH:4][C:3]([C@@H:6]2[O:7][CH:20]=[N:19][C@@H:18]2[S:8]([C:11]2[C:12]([CH3:21])=[CH:13][CH:14]=[CH:16][CH:17]=2)(=[O:9])=[O:10])=[CH:2]1 |f:2.3|. Procedure: In a manner analogous to Preparation 1, 3-thiophene carboxaldehyde (0.35 mL, 3.99 mmol), tosylmethylisocyanide (0.75 g, 3.84 mmol) and NaCN (0.02 g, 0.40 mmol) gave the desired compound as a tan solid. MS(ES+) m/z 614.8 (2M+H+).